describe an organic reaction: reactants, conditions, products, and yield From a dataset of the Open Reaction Database (ORD), a public repository of structured organic reaction records. Starting materials: [H][H], O=[N+]([O-])c1ccc(Cl)c(S(=O)(=O)NCCC2CNCCO2)c1O. Product: Nc1ccc(Cl)c(S(=O)(=O)NCCC2CNCCO2)c1O. Reaction SMILES: [H:24][H:25].[O:1]1[CH:2]([CH2:7][CH2:8][NH:9][S:10](=[O:11])(=[O:12])[c:13]2[c:14]([OH:23])[c:15]([N+:20]([O-:21])=[O:22])[cH:16][cH:17][c:18]2[Cl:19])[CH2:3][NH:4][CH2:5][CH2:6]1>>[O:1]1[CH:2]([CH2:7][CH2:8][NH:9][S:10](=[O:11])(=[O:12])[c:13]2[c:14]([OH:23])[c:15]([NH2:20])[cH:16][cH:17][c:18]2[Cl:19])[CH2:3][NH:4][CH2:5][CH2:6]1. The reactants are CS(C)=O, O=C(O)c1cc(F)cnc1Cl, Oc1cccc(Cl)c1, Oc1cccc(C(F)(F)F)c1. The product is O=C(O)c1cc(F)cnc1Oc1cccc(Cl)c1. Reaction SMILES: [CH3:31][S:32]([CH3:33])=[O:34].[Cl:1][c:2]1[c:3]([C:4](=[O:5])[OH:6])[cH:7][c:8]([F:11])[cH:9][n:10]1.[Cl:23][c:24]1[cH:25][c:26]([OH:30])[cH:27][cH:28][cH:29]1.[F:12][C:13]([F:14])([F:15])[c:16]1[cH:17][c:18]([OH:19])[cH:20][cH:21][cH:22]1>>[c:2]1([O:30][c:26]2[cH:25][c:24]([Cl:23])[cH:29][cH:28][cH:27]2)[c:3]([C:4](=[O:5])[OH:6])[cH:7][c:8]([F:11])[cH:9][n:10]1. The reactants are BrC1=C(C=CC=2N(N=NC21)CC(C)(C)C)OC2=NC=CC=C2C(C)=O (1-(2-{[4-bromo-1-(2,2-dimethylpropyl)-1H-1,2,3-benzotriazol-5-yl]oxy}pyridin-3-yl)ethanone), [BH4-].[Na+] (NaBH4). Solvent: CO (MeOH). Yields the product BrC1=C(C=CC=2N(N=NC21)CC(C)(C)C)OC2=NC=CC=C2C(C)O (1-(2-{[4-bromo-1-(2,2-dimethylpropyl)-1H-1,2,3-benzotriazol-5-yl]oxy}pyridin-3-yl)ethanol). As a reaction SMILES: [Br:1][C:2]1[C:10]2[N:9]=[N:8][N:7]([CH2:11][C:12]([CH3:15])([CH3:14])[CH3:13])[C:6]=2[CH:5]=[CH:4][C:3]=1[O:16][C:17]1[C:22]([C:23](=[O:25])[CH3:24])=[CH:21][CH:20]=[CH:19][N:18]=1.[BH4-].[Na+]>CO>[Br:1][C:2]1[C:10]2[N:9]=[N:8][N:7]([CH2:11][C:12]([CH3:15])([CH3:14])[CH3:13])[C:6]=2[CH:5]=[CH:4][C:3]=1[O:16][C:17]1[C:22]([CH:23]([OH:25])[CH3:24])=[CH:21][CH:20]=[CH:19][N:18]=1 |f:1.2|. Reported procedure: To a suspension of 1-(2-{[4-bromo-1-(2,2-dimethylpropyl)-1H-1,2,3-benzotriazol-5-yl]oxy}pyridin-3-yl)ethanone (2) (790 mg, 1.959 mmol, 1.0 equiv.) in MeOH (19.6 mL) was slowly added NaBH4 (148 mg, 3.92 mmol, 2.0 equiv.). The mixture was stirred at room temperature until LCMS showed only the desired product. The solvent was evaporated in vacuo and the mixture was partitioned between EtOAc and saturated aqueous NaHCO3. The combined organic extracts were dried with Na2SO4, filtered and concentrated... Solvent: CO (methanol). Reported procedure: 5-Bromo-3-methoxy-2-pyrazinamine (0.31 g), cesium fluoride (0.8 g), benzeneboronic acid (0.36 g) and [1,1′-bis(diphenylphosphino)ferrocene]palladium (II) chloride (0.08 g) in methanol (7 mL) was heated at reflux for 2 hours. The solvent was evaporated and the residue purified by chromatography on silica eluting with toluene/ethyl acetate mixtures to give the sub-title compound (0.25 g). The reactants are BrC=1N=C(C(=NC1)N)OC (5-Bromo-3-methoxy-2-pyrazinamine), [F-].[Cs+] (cesium fluoride), C1(=CC=CC=C1)B(O)O (benzeneboronic acid). Isolated yield 81.8%. RXN SMILES: Br[C:2]1[N:3]=[C:4]([O:9][CH3:10])[C:5]([NH2:8])=[N:6][CH:7]=1.[F-].[Cs+].[C:13]1(B(O)O)[CH:18]=[CH:17][CH:16]=[CH:15][CH:14]=1>CO.C1C=CC(P(C2C=CC=CC=2)[C-]2C=CC=C2)=CC=1.C1C=CC(P(C2C=CC=CC=2)[C-]2C=CC=C2)=CC=1.Cl[Pd]Cl.[Fe+2]>[CH3:10][O:9][C:4]1[C:5]([NH2:8])=[N:6][CH:7]=[C:2]([C:13]2[CH:18]=[CH:17][CH:16]=[CH:15][CH:14]=2)[N:3]=1 |f:1.2,5.6.7.8|. Reagents/catalysts: C1=CC=C(C=C1)P([C-]2C=CC=C2)C3=CC=CC=C3.C1=CC=C(C=C1)P([C-]2C=CC=C2)C3=CC=CC=C3.Cl[Pd]Cl.[Fe+2] ([1,1′-bis(diphenylphosphino)ferrocene]palladium (II) chloride). Product: COC=1C(=NC=C(N1)C1=CC=CC=C1)N (3-Methoxy-5-phenyl-2-pyrazinamine). The reactants are FC1=C(C=2C=C(N=CC2C=C1)C)N (6-fluoro-3-methylisoquinolin-5-amine), FC(C1=CC=C(CN=C=O)C=C1)(F)F ([4-(trifluoromethyl)benzyl]isocyanate). The product is FC=1C(=C2C=C(N=CC2=CC1)C)NC(=O)NCC1=CC=C(C=C1)C(F)(F)F (N-(6-Fluoro-3-methylisoquinolin-5-yl)-N′-[4-(trifluoromethyl)benzyl]urea). Reaction SMILES: [F:1][C:2]1[CH:11]=[CH:10][C:9]2[CH:8]=[N:7][C:6]([CH3:12])=[CH:5][C:4]=2[C:3]=1[NH2:13].[F:14][C:15]([F:27])([F:26])[C:16]1[CH:25]=[CH:24][C:19]([CH2:20][N:21]=[C:22]=[O:23])=[CH:18][CH:17]=1>>[F:1][C:2]1[C:3]([NH:13][C:22]([NH:21][CH2:20][C:19]2[CH:18]=[CH:17][C:16]([C:15]([F:14])([F:27])[F:26])=[CH:25][CH:24]=2)=[O:23])=[C:4]2[C:9](=[CH:10][CH:11]=1)[CH:8]=[N:7][C:6]([CH3:12])=[CH:5]2. Procedure details: Prepared from 6-fluoro-3-methylisoquinolin-5-amine (Description 79) and [4-(trifluoromethyl)benzyl]isocyanate (Description 58) according to Description 61. m/z (ES+) 378 (M+H)+.